From a dataset of the Open Reaction Database (ORD), a public repository of structured organic reaction records. describe an organic reaction: reactants, conditions, products, and yield The reactants are S(O)(O)(=O)=O (sulfuric acid), FC1=CC=C(C=C1)C(C#N)N(C)C (2-(4-fluorophenyl)-2-(N,N-dimethylamino)acetonitrile), FC(C1=CC=C(CCl)C=C1)(F)F (4-(trifluoromethyl)benzyl chloride), N#N (N2), N#N (N2), [H-].[Na+] (sodium hydride), N#N (N2), ice water. Run in O (water), CN(C=O)C (dimethylformamide). Product: FC1=CC=C(C=C1)C(CC1=CC=C(C=C1)C(F)(F)F)=O (4′-fluoro-2-(4-trifluoromethylphenyl)acetophenone). The yield is 89.4%. Reaction SMILES: N#N.[H-].[Na+].[F:5][C:6]1[CH:11]=[CH:10][C:9]([CH:12](N(C)C)[C:13]#N)=[CH:8][CH:7]=1.[F:18][C:19]([F:29])([F:28])[C:20]1[CH:27]=[CH:26][C:23](CCl)=[CH:22][CH:21]=1.S(=O)(=O)(O)[OH:31]>O.CN(C)C=O>[F:5][C:6]1[CH:11]=[CH:10][C:9]([C:12](=[O:31])[CH2:13][C:23]2[CH:26]=[CH:27][C:20]([C:19]([F:29])([F:28])[F:18])=[CH:21][CH:22]=2)=[CH:8][CH:7]=1 |f:1.2|. Procedure details: Into a 1 l four-necked flask equipped with a thermometer, a stirrer, a dropping funnel and a N2 gas supply tube, a N2 gas was introduced so that the interior of the flask became a N2 atmosphere. 250 ml of dimethylformamide and 16.5 g (0.426 mol) of sodium hydride (62% oil suspension) were charged, and a solution comprising 69 g (0.387 mol) of 2-(4-fluorophenyl)-2-(N,N-dimethylamino)acetonitrile and 75.4 g (0.387 mol) of 4-(trifluoromethyl)benzyl chloride, was dropwise added over a period of one ... Starting materials: Cc1cccc(NC(=O)C(C)(C)C)n1, Cc1cccc(N)n1, Cc1nc(N)ccc1F. The product is Cc1nc(NC(=O)C(C)(C)C)ccc1F. Reaction SMILES: [CH3:1][c:2]1[cH:3][cH:4][cH:5][c:6]([NH:8][C:9]([C:10]([CH3:11])([CH3:12])[CH3:13])=[O:14])[n:7]1.[NH2:15][c:16]1[cH:17][cH:18][cH:19][c:20]([CH3:21])[n:22]1.[NH2:23][c:24]1[cH:25][cH:26][c:27]([F:30])[c:28]([CH3:29])[n:31]1>>[CH3:1][c:2]1[c:3]([F:30])[cH:4][cH:5][c:6]([NH:8][C:9]([C:10]([CH3:11])([CH3:12])[CH3:13])=[O:14])[n:7]1.